Dataset: the Open Reaction Database (ORD), a public repository of structured organic reaction records. Task: describe an organic reaction: reactants, conditions, products, and yield Reactants: N#CCCCBr, O=C([O-])[O-], CN1CCNCC1, CC#N, CCOC(C)=O, [K+], [K+], O. Yields the product CN1CCN(CCCC#N)CC1. RXN SMILES: [Br:8][CH2:9][CH2:10][CH2:11][C:12]#[N:13].[C:14](=[O:15])([O-:16])[O-:17].[CH3:1][N:2]1[CH2:3][CH2:4][NH:5][CH2:6][CH2:7]1.[CH3:21][C:22]#[N:23].[CH3:24][CH2:25][O:26][C:27](=[O:28])[CH3:29].[K+:18].[K+:19].[OH2:20]>>[CH3:1][N:2]1[CH2:3][CH2:4][N:5]([CH2:9][CH2:10][CH2:11][C:12]#[N:13])[CH2:6][CH2:7]1. Product: ON=C(CC)C1=CC=C(OCC(=O)OCC)C=C1 (Ethyl 2-(4-(1-(hydroxyimino)propyl)phenoxy)acetate). Reaction SMILES: [C:1]([C:5]1[CH:17]=[CH:16][C:8]([O:9][CH2:10][C:11]([O:13][CH2:14][CH3:15])=[O:12])=[CH:7][CH:6]=1)(=O)[CH2:2][CH3:3].Cl.[NH2:19][OH:20].C([O-])(=O)C.[Na+]>CO.O>[OH:20][N:19]=[C:1]([C:5]1[CH:17]=[CH:16][C:8]([O:9][CH2:10][C:11]([O:13][CH2:14][CH3:15])=[O:12])=[CH:7][CH:6]=1)[CH2:2][CH3:3] |f:1.2,3.4|. Isolated yield 76.7%. Starting materials: C(CC)(=O)C1=CC=C(OCC(=O)OCC)C=C1 (Ethyl 2-(4-propionylphenoxy)acetate), Cl.NO (hydroxylamine hydrochloride), C(C)(=O)[O-].[Na+] (sodium acetate). The solvent is CO (methanol), O (water). Procedure: To a solution of the product of step 1 (49 g, 0.2076 moles) in methanol (343 ml), hydroxylamine hydrochloride (28.6 g, 0.4152 moles) and a solution of sodium acetate (34 g, 0.4152 moles) in water (147 ml) were added and the reaction mixture was refluxed for 1 hour. The solvents were evaporated under reduced pressure. The residue was dissolved in water and extracted with ethyl acetate. The combined ethyl acetate extract was washed with water & brine, dried over sodium sulphate and evapourated und... Starting materials: BrC1=CC=C(S1)S(=O)(=O)NC1=CC(=CC=C1)C1=NN=NN1 (5-bromo-N-[3-(1H-tetrazol-5-yl)phenyl]thiophene-2-sulfonamide), BrC1=CC=C(S1)S(=O)(=O)NC1=CC(=CC=C1)C1=NN=NN1 (5-bromo-N-[3-(1H-tetrazol-5-yl)phenyl]thiophene-2-sulfonamide), ClC=1C=C(C=CC1Cl)B(O)O (3,4-dichlorophenylboronic acid). Yields the product ClC=1C=C(C=CC1Cl)C1=CC=C(S1)S(=O)(=O)NC1=CC(=CC=C1)C1=NN=NN1 (5-(3,4-Dichlorophenyl)-N-[3-(1H-tetrazol-5-yl)phenyl]thiophene-2-sulfonamide). Yield: 4.0%. As a reaction SMILES: Br[C:2]1[S:6][C:5]([S:7]([NH:10][C:11]2[CH:16]=[CH:15][CH:14]=[C:13]([C:17]3[NH:21][N:20]=[N:19][N:18]=3)[CH:12]=2)(=[O:9])=[O:8])=[CH:4][CH:3]=1.[Cl:22][C:23]1[CH:24]=[C:25](B(O)O)[CH:26]=[CH:27][C:28]=1[Cl:29]>>[Cl:22][C:23]1[CH:24]=[C:25]([C:2]2[S:6][C:5]([S:7]([NH:10][C:11]3[CH:16]=[CH:15][CH:14]=[C:13]([C:17]4[NH:21][N:20]=[N:19][N:18]=4)[CH:12]=3)(=[O:9])=[O:8])=[CH:4][CH:3]=2)[CH:26]=[CH:27][C:28]=1[Cl:29]. Reported procedure: The product was prepared according to General Procedure 3, described in Example 22, using 5-bromo-N-[3-(1H-tetrazol-5-yl)phenyl]thiophene-2-sulfonamide (Intermediate 17) (19 mg, 0.055 mmol) and 3,4-dichlorophenylboronic acid (11 mg, 0.06 mmol). The title compound was obtained in 4% yield (0.8 mg). MS (ESI+) m/z 452 [M+H]+. Reactants: N1=C(N=CC=C1)N (pyrimidin-2-amine), ClC1=NC=C(C(=N1)Cl)Cl (2,4,5-trichloropyrimidine), C([O-])([O-])=O.[K+].[K+] (potassium carbonate). Solvent: O1CCOCC1 (1,4-dioxane). Reaction conditions: temperature 110 celsius. Product: ClC1=NC=C(C(=N1)NC1=NC=CC=N1)Cl (N-(2,5-Dichloropyrimidin-4-yl)pyrimidin-2-amine). As a reaction SMILES: [N:1]1[CH:6]=[CH:5][CH:4]=[N:3][C:2]=1[NH2:7].[Cl:8][C:9]1[N:14]=[C:13](Cl)[C:12]([Cl:16])=[CH:11][N:10]=1.C(=O)([O-])[O-].[K+].[K+]>O1CCOCC1>[Cl:8][C:9]1[N:14]=[C:13]([NH:7][C:2]2[N:3]=[CH:4][CH:5]=[CH:6][N:1]=2)[C:12]([Cl:16])=[CH:11][N:10]=1 |f:2.3.4|. Reported procedure: The mixture of pyrimidin-2-amine (48 mg, 0.50 mmol), 2,4,5-trichloropyrimidine (57 μL, 0.5 mmol), and potassium carbonate (69 mg, 0.5 mmol) in 3 mL of 1,4-dioxane is heated at 110° C. over night. The precipitate is filtered, washed by cold EtOH, and dried in vacuo to afford N-(2,5-Dichloropyrimidin-4-yl)pyrimidin-2-amine; ESMS m/z 242.0 (M+H+). The reactants are C(C)(C)(C)OC([C@H]1N(CCC1)C[C@H]([C@H](CC1=CC=CC=C1)NC([C@@H](N)CC(N)=O)=O)O)=O (N-[3(S)-[[L-asparaginyl]amino]-2(R)-hydroxy-4-phenylbutyl]-L-proline tert.butyl ester), C1(=CC=CC=C1)CC(=O)Cl (phenylacetyl chloride), C(C)(C)N(CC)C(C)C (diisopropylethylamine). Solvent: C(C)(=O)OCC.CCCCCC (ethyl acetate n-hexane). The product is C(C)(C)(C)OC([C@H]1N(CCC1)C[C@H]([C@H](CC1=CC=CC=C1)NC([C@@H](NC(CC1=CC=CC=C1)=O)CC(N)=O)=O)O)=O (N-[2(R)-hydroxy-4-phenyl-3(S)-[[N-(phenylacetyl)-L-asparaginyl]amino]butyl]-L-proline tert.butyl ester). Yield: 67.4%. As a reaction SMILES: [C:1]([O:5][C:6](=[O:32])[C@@H:7]1[CH2:11][CH2:10][CH2:9][N:8]1[CH2:12][C@@H:13]([OH:31])[C@@H:14]([NH:22][C:23](=[O:30])[C@H:24]([CH2:26][C:27](=[O:29])[NH2:28])[NH2:25])[CH2:15][C:16]1[CH:21]=[CH:20][CH:19]=[CH:18][CH:17]=1)([CH3:4])([CH3:3])[CH3:2].[C:33]1([CH2:39][C:40](Cl)=[O:41])[CH:38]=[CH:37][CH:36]=[CH:35][CH:34]=1.C(N(C(C)C)CC)(C)C>C(OCC)(=O)C.CCCCCC>[C:1]([O:5][C:6](=[O:32])[C@@H:7]1[CH2:11][CH2:10][CH2:9][N:8]1[CH2:12][C@@H:13]([OH:31])[C@@H:14]([NH:22][C:23](=[O:30])[C@H:24]([CH2:26][C:27](=[O:29])[NH2:28])[NH:25][C:40](=[O:41])[CH2:39][C:33]1[CH:38]=[CH:37][CH:36]=[CH:35][CH:34]=1)[CH2:15][C:16]1[CH:17]=[CH:18][CH:19]=[CH:20][CH:21]=1)([CH3:4])([CH3:2])[CH3:3] |f:3.4|. Procedure: In a manner analogous to that described in Example 21, from 223 mg of N-[3(S)-[[L-asparaginyl]amino]-2(R)-hydroxy-4-phenylbutyl]-L-proline tert.butyl ester, 77 mg of phenylacetyl chloride and 65 mg of diisopropylethylamine there were obtained 190 mg of N-[2(R)-hydroxy-4-phenyl-3(S)-[[N-(phenylacetyl)-L-asparaginyl]amino]butyl]-L-proline tert.butyl ester as a white solid (from ethyl acetate/n-hexane): MS: m/e 567 [M+H]+.